This data is from the Open Reaction Database (ORD), a public repository of structured organic reaction records. The task is: describe an organic reaction: reactants, conditions, products, and yield The reactants are ClC1=CC=C(N)C=C1 (4-chloroaniline), CC[Mg+].[Br-] (EtMgBr), ClC1=C(C#N)C=CC(=C1)Cl (2,4-dichlorobenzonitrile). Conditions: time 0.5 hour. The product is ClC1=C(C=CC(=C1)Cl)C(NC1=CC=C(C=C1)Cl)=N (2,4-dichloro-N-(4-chlorophenyl)benzenecarboximidamide). Isolated yield 103.4%. Reaction SMILES: [Cl:1][C:2]1[CH:8]=[CH:7][C:5]([NH2:6])=[CH:4][CH:3]=1.CC[Mg+].[Br-].[Cl:13][C:14]1[CH:21]=[C:20]([Cl:22])[CH:19]=[CH:18][C:15]=1[C:16]#[N:17]>>[Cl:13][C:14]1[CH:21]=[C:20]([Cl:22])[CH:19]=[CH:18][C:15]=1[C:16](=[NH:17])[NH:6][C:5]1[CH:7]=[CH:8][C:2]([Cl:1])=[CH:3][CH:4]=1 |f:1.2|. Procedure: Under argon, 4-chloroaniline (6.67 g, 52.5 mmol) was slowly added to EtMgBr (52 mL, 1 M in THF, 52 mmol) portion wise. After the solution was stirred for 0.5 h, 2,4-dichlorobenzonitrile (9.03 g, 52.5 mmol) was added. The resulting solution was stirred at rt overnight. The reaction mixture was carefully quenched with water and extracted with ethyl acetate. The organic layer was dried over MgSO4, filtered, and concentrated. Crude product (16.26 g,) was obtained as a sticky brown foam which was use... Reactants: NC1=NC=C(C(=C1N)NC12CC(C(CC1)(C2(C)C)C)=O)Cl (4-(2,3-diamino-5-chloropyridin-4-ylamino)-1,7,7-trimethylbicyclo[2.2.1]heptan-2-one), O1CCN(CC1)C1=CC=C(C=O)C=C1 (4-morpholinobenzaldehyde), C(C)(=O)[O-].[NH4+] (ammonium acetate). Solvent: CCO (EtOH). Run at temperature 70 celsius. Product: ClC=1C(=C2C(=NC1)NC(=N2)C2=CC=C(C=C2)N2CCOCC2)NC21CC(C(CC2)(C1(C)C)C)=O (4-(6-chloro-2-(4-morpholinophenyl)-3H-imidazo[4,5-b]pyridin-7-ylamino)-1,7,7-trimethylbicyclo[2.2.1]heptan-2-one). As a reaction SMILES: [NH2:1][C:2]1[C:7]([NH2:8])=[C:6]([NH:9][C:10]23[C:16]([CH3:18])([CH3:17])[C:13]([CH3:19])([CH2:14][CH2:15]2)[C:12](=[O:20])[CH2:11]3)[C:5]([Cl:21])=[CH:4][N:3]=1.[O:22]1[CH2:27][CH2:26][N:25]([C:28]2[CH:35]=[CH:34][C:31]([CH:32]=O)=[CH:30][CH:29]=2)[CH2:24][CH2:23]1.C([O-])(=O)C.[NH4+]>CCO>[Cl:21][C:5]1[C:6]([NH:9][C:10]23[C:16]([CH3:17])([CH3:18])[C:13]([CH3:19])([CH2:14][CH2:15]2)[C:12](=[O:20])[CH2:11]3)=[C:7]2[N:8]=[C:32]([C:31]3[CH:30]=[CH:29][C:28]([N:25]4[CH2:26][CH2:27][O:22][CH2:23][CH2:24]4)=[CH:35][CH:34]=3)[NH:1][C:2]2=[N:3][CH:4]=1 |f:2.3|. Procedure: 4-(2,3-diamino-5-chloropyridin-4-ylamino)-1,7,7-trimethylbicyclo[2.2.1]heptan-2-one (10) (300 mg, 0.971 mmol), 4-morpholinobenzaldehyde (167 mg, 0.873 mmol) were taken in EtOH (15 ml) to which ammonium acetate (112 mg) was added and the reaction mixture was heated at 70° C. for 48 h. Crude LCMS showed the desired product along with trace of starting material. The reaction mixture was allowed to come to rt and the precipitated was filtered and washed well with ethanol to afford the desired produc... The reactants are C(C)N(C1=CC=C(C=O)C=C1)CC1=CC=CC=C1 (4-(N-ethylbenzylamino)benzaldehyde), CN(C=1C=C(C(=O)O)C=CC1)C (3-dimethylaminobenzoic acid). The product is C(C)N(C1=CC=C(C=C1)C1OC(=O)C2=CC(=CC=C12)N(C)C)CC (3-(4-diethylaminophenyl)-6-dimethylaminophthalide). As a reaction SMILES: [CH2:1]([N:3]([CH2:12][C:13]1C=CC=CC=1)[C:4]1[CH:11]=[CH:10][C:7]([CH:8]=[O:9])=[CH:6][CH:5]=1)[CH3:2].[CH3:19][N:20]([CH3:30])[C:21]1[CH:22]=[C:23]([CH:27]=[CH:28][CH:29]=1)[C:24](O)=[O:25]>>[CH2:12]([N:3]([CH2:1][CH3:2])[C:4]1[CH:5]=[CH:6][C:7]([CH:8]2[C:27]3[C:23](=[CH:22][C:21]([N:20]([CH3:30])[CH3:19])=[CH:29][CH:28]=3)[C:24](=[O:25])[O:9]2)=[CH:10][CH:11]=1)[CH3:13]. Procedure: Employing a procedure similar to that described in Example 1, part A above, for interacting 7.2 g of 4-(N-ethylbenzylamino)benzaldehyde and 5.2 g of 3-dimethylaminobenzoic acid, there was obtained 7.5 g of 3-4-(N-ethylbenzylamino)phenyl]-6-dimethylaminophthalide (Formula II: R=CH3 ; X=H; Y=(C6H5CH2)(C2H5)NC6H4) as a viscous oil. Reactants: [BH4-], CO, [N-]=[N+]=NC1CCC(=O)C1, [Na+]. Product: [N-]=[N+]=NC1CCC(O)C1. As a reaction SMILES: [BH4-:10].[CH3:12][OH:13].[N:1](=[N+:2]=[N-:3])[CH:4]1[CH2:5][C:6](=[O:9])[CH2:7][CH2:8]1.[Na+:11]>>[N:1](=[N+:2]=[N-:3])[CH:4]1[CH2:5][CH:6]([OH:9])[CH2:7][CH2:8]1.